From a dataset of the Open Reaction Database (ORD), a public repository of structured organic reaction records. describe an organic reaction: reactants, conditions, products, and yield The reactants are BrCC(=O)C1=CC(=C(C(=C1)S(N)(=O)=O)C)C (2-bromo-3',4'-dimethyl-5'-sulfamoyl-acetophenone), C(C=C)NC(=S)NCC=C (1,3-diallyl-thiourea). Yields the product Br.C(C=C)N1C(SCC1(O)C1=CC(=C(C(=C1)S(N)(=O)=O)C)C)=NCC=C (3-Allyl-2-allylimino-(3,4-dimethyl-5-sulfamoylphenyl)-1,3-thiazolidine-4-ol-hydrobromide). Reaction SMILES: [Br:1][CH2:2][C:3]([C:5]1[CH:10]=[C:9]([S:11](=[O:14])(=[O:13])[NH2:12])[C:8]([CH3:15])=[C:7]([CH3:16])[CH:6]=1)=[O:4].[CH2:17]([NH:20][C:21]([NH:23][CH2:24][CH:25]=[CH2:26])=[S:22])[CH:18]=[CH2:19]>>[BrH:1].[CH2:24]([N:23]1[C:3]([C:5]2[CH:10]=[C:9]([S:11](=[O:14])(=[O:13])[NH2:12])[C:8]([CH3:15])=[C:7]([CH3:16])[CH:6]=2)([OH:4])[CH2:2][S:22][C:21]1=[N:20][CH2:17][CH:18]=[CH2:19])[CH:25]=[CH2:26] |f:2.3|. Procedure: was obtained in a manner analogous to the method described in Example 6 in amorphous form from 3.1 g of 2-bromo-3',4'-dimethyl-5'-sulfamoyl-acetophenone and 1.6 g of 1,3-diallyl-thiourea and the substance was brought to crystallization under ether. M.p. 138°-140° C (decomposition). Reported procedure: Tin(II) chloride (11.86 g, 62.6 mmol) was added portionwise over 5 min to a stirred mixture of 3-(2-methyl-5-nitrophenyl)pyridine (2.86 g, 15.0 mmol) in EtOH (100 ml) and 1,4-dioxane (100 ml) at 0° C. The mixture was then stirred overnight, gradually warming to room temperature, and then concentrated under reduced pressure. 20% Aqueous NH3 solution (200 ml) and EtOH (300 ml) were added and again the mixture concentrated under reduced pressure. EtOAc (300 ml) was added and the mixture heated to r... Starting materials: [Sn](Cl)Cl (Tin(II) chloride), CC1=C(C=C(C=C1)[N+](=O)[O-])C=1C=NC=CC1 (3-(2-methyl-5-nitrophenyl)pyridine). Reaction conditions: time 8 hour. Yields the product CC1=C(C=C(C=C1)N)C=1C=NC=CC1 (4-methyl-3-(pyridin-3-yl)phenylamine). As a reaction SMILES: [Sn](Cl)Cl.[CH3:4][C:5]1[CH:10]=[CH:9][C:8]([N+:11]([O-])=O)=[CH:7][C:6]=1[C:14]1[CH:15]=[N:16][CH:17]=[CH:18][CH:19]=1>CCO.O1CCOCC1>[CH3:4][C:5]1[CH:10]=[CH:9][C:8]([NH2:11])=[CH:7][C:6]=1[C:14]1[CH:15]=[N:16][CH:17]=[CH:18][CH:19]=1. Run in CCO (EtOH), O1CCOCC1 (1,4-dioxane). Isolated yield 44.1%. Starting materials: CCOC(C)=O, CCCCCC, CC(C)c1cc(C(C)C)[nH]n1, O=C(CCl)N1CCN(c2ccc(F)cc2)CC1, [K+], [K+], O=C([O-])[O-], CN(C)C=O. Product: CC(C)c1cc(C(C)C)n(CC(=O)N2CCN(c3ccc(F)cc3)CC2)n1. Reaction SMILES: [C:40]([O:41][CH2:42][CH3:43])(=[O:44])[CH3:45].[CH3:46][CH2:47][CH2:48][CH2:49][CH2:50][CH3:51].[CH:1]([CH3:2])([CH3:3])[c:4]1[n:5][nH:6][c:7]([CH:9]([CH3:10])[CH3:11])[cH:8]1.[Cl:18][CH2:19][C:20](=[O:21])[N:22]1[CH2:23][CH2:24][N:25]([c:28]2[cH:29][cH:30][c:31]([F:34])[cH:32][cH:33]2)[CH2:26][CH2:27]1.[K+:12].[K+:13].[O-:14][C:15]([O-:16])=[O:17].[O:35]=[CH:36][N:37]([CH3:38])[CH3:39]>>[CH:1]([CH3:2])([CH3:3])[c:4]1[n:5][n:6]([CH2:19][C:20](=[O:21])[N:22]2[CH2:23][CH2:24][N:25]([c:28]3[cH:29][cH:30][c:31]([F:34])[cH:32][cH:33]3)[CH2:26][CH2:27]2)[c:7]([CH:9]([CH3:10])[CH3:11])[cH:8]1. The reactants are C(C)[SiH](CC)CC (Triethylsilane), C1(=CC=CC=C1)C1=CC=C(C(=O)CCC(=O)OCC)C=C1 (ethyl 3-(4-phenylbenzoyl)propanoate). Run in FC(C(=O)O)(F)F (trifluoroacetic acid), O (water). Conditions: time 20 hour. Yields the product C1(=CC=CC=C1)C1=CC=C(C=C1)CCCC(=O)OCC (ethyl 4-(4-phenylphenyl)butanoate). Isolated yield 89.0%. Reaction SMILES: C([SiH](CC)CC)C.[C:8]1([C:14]2[CH:28]=[CH:27][C:17]([C:18]([CH2:20][CH2:21][C:22]([O:24][CH2:25][CH3:26])=[O:23])=O)=[CH:16][CH:15]=2)[CH:13]=[CH:12][CH:11]=[CH:10][CH:9]=1>FC(F)(F)C(O)=O.O>[C:8]1([C:14]2[CH:28]=[CH:27][C:17]([CH2:18][CH2:20][CH2:21][C:22]([O:24][CH2:25][CH3:26])=[O:23])=[CH:16][CH:15]=2)[CH:9]=[CH:10][CH:11]=[CH:12][CH:13]=1. Procedure details: Triethylsilane (32.62 ml) was added in one portion to a stirred solution of ethyl 3-(4-phenylbenzoyl)propanoate [(2), 25.06 g] in trifluoroacetic acid (71.5 ml) and the resulting mixture was stirred at room temperature for about 20 hours. The resulting clear dark orange solution was diluted with water and extracted with ether. The extracts were washed with aqueous sodium bicarbonate (x2) and then water (x2), dried and concentrated to give a mobile brown liquid. Triethylsilane remaining in this l... The reactants are CC(=O)O[BH-](OC(C)=O)OC(C)=O, COc1ccc(CN)c(OC)c1, CC1C(=O)C2CCN1CC2, CC(=O)O, ClCCCl, [Na+]. The product is COc1ccc(CNC2C3CCN(CC3)C2C)c(OC)c1. As a reaction SMILES: [C:23]([O:24][BH-:25]([O:26][C:27](=[O:28])[CH3:29])[O:30][C:31](=[O:32])[CH3:33])(=[O:34])[CH3:35].[CH3:11][O:12][c:13]1[c:14]([CH2:15][NH2:16])[cH:17][cH:18][c:19]([O:21][CH3:22])[cH:20]1.[CH3:1][CH:2]1[N:3]2[CH2:4][CH2:5][CH:6]([C:7]1=[O:8])[CH2:9][CH2:10]2.[CH3:37][C:38](=[O:39])[OH:40].[Cl:41][CH2:42][CH2:43][Cl:44].[Na+:36]>>[CH3:1][CH:2]1[N:3]2[CH2:4][CH2:5][CH:6]([CH:7]1[NH:16][CH2:15][c:14]1[c:13]([O:12][CH3:11])[cH:20][c:19]([O:21][CH3:22])[cH:18][cH:17]1)[CH2:9][CH2:10]2. Reaction SMILES: [Br:27][CH2:28][CH2:29][CH2:30][CH2:31][CH2:32][C:33](=[O:34])[O:35][CH2:36][CH3:37].[CH3:3][N:4]([CH3:5])[CH:6]=[O:7].[H-:1].[Na+:2].[OH2:38].[c:8]1(-[c:14]2[cH:15][c:16]([OH:26])[cH:17][c:18](-[c:20]3[cH:21][cH:22][cH:23][cH:24][cH:25]3)[cH:19]2)[cH:9][cH:10][cH:11][cH:12][cH:13]1>>[c:8]1(-[c:14]2[cH:15][c:16]([O:26][CH2:28][CH2:29][CH2:30][CH2:31][CH2:32][C:33](=[O:34])[O:35][CH2:36][CH3:37])[cH:17][c:18](-[c:20]3[cH:21][cH:22][cH:23][cH:24][cH:25]3)[cH:19]2)[cH:9][cH:10][cH:11][cH:12][cH:13]1. The reactants are CCOC(=O)CCCCCBr, CN(C)C=O, [H-], [Na+], O, Oc1cc(-c2ccccc2)cc(-c2ccccc2)c1. Yields the product CCOC(=O)CCCCCOc1cc(-c2ccccc2)cc(-c2ccccc2)c1. The reactants are ClC1=CC=C2C(=N1)N(C(N2CC2CC2)=O)C (5-chloro-1-(cyclopropylmethyl)-3-methyl-1,3-dihydro-2H-imidazo[4,5-b]pyridin-2-one), C(=O)([O-])[O-].[Cs+].[Cs+] (Cs2CO3), FC(S(=O)(=O)OC=1CC2C(CN(C2)C(=O)OC(C)(C)C)C1)(F)F (tert-Butyl 5-{[(trifluoromethyl)sulfonyl]oxy}-3,3a,4,6a-tetrahydrocyclo-penta-[c]pyrrole-2(1H)-carboxylate), bis(pinocolato)diboron, C(C)(=O)[O-].[K+] (potassium acetate). The reagents and catalysts are CC(C)([P](C(C)(C)C)([Pd][P](C(C)(C)C)(C(C)(C)C)C(C)(C)C)C(C)(C)C)C (Bis(tri-tert-butylphosphine)palladium(0)), C1=CC=C(C=C1)P([C-]2C=CC=C2)C3=CC=CC=C3.C1=CC=C(C=C1)P([C-]2C=CC=C2)C3=CC=CC=C3.Cl[Pd]Cl.[Fe+2] (PdCl2(dppf)). The solvent is O (water), O1CCOCC1 (1,4-dioxane). Run at temperature 60 celsius, time 18 hour. The product is CC(CN1C(N(C2=NC(=CC=C21)C=2CC1C(CN(C1)C(=O)OC(C)(C)C)C2)C)=O)(C)C (tert-Butyl 5-[1-(2,2-dimethylpropyl)-3-methyl-2-oxo-2,3-dihydro-1H-imidazo-[4,5-b]pyridin-5-yl]-3,3a,4,6a-tetrahydrocyclopenta[c]pyrrole-2(1H)-carboxylate). RXN SMILES: FC(F)(F)S(O[C:7]1[CH2:8][CH:9]2[CH2:13][N:12]([C:14]([O:16][C:17]([CH3:20])([CH3:19])[CH3:18])=[O:15])[CH2:11][CH:10]2[CH:21]=1)(=O)=O.[C:24]([O-])(=O)C.[K+].Cl[C:30]1[N:35]=[C:34]2[N:36]([CH3:44])[C:37](=[O:43])[N:38]([CH2:39][CH:40]3[CH2:42][CH2:41]3)[C:33]2=[CH:32][CH:31]=1.C([O-])([O-])=O.[Cs+].[Cs+]>C1C=CC(P(C2C=CC=CC=2)[C-]2C=CC=C2)=CC=1.C1C=CC(P(C2C=CC=CC=2)[C-]2C=CC=C2)=CC=1.Cl[Pd]Cl.[Fe+2].CC(C)([P](C(C)(C)C)([Pd][P](C(C)(C)C)(C(C)(C)C)C(C)(C)C)C(C)(C)C)C.O.O1CCOCC1>[CH3:24][C:40]([CH3:41])([CH3:42])[CH2:39][N:38]1[C:33]2[C:34](=[N:35][C:30]([C:7]3[CH2:8][CH:9]4[CH2:13][N:12]([C:14]([O:16][C:17]([CH3:20])([CH3:19])[CH3:18])=[O:15])[CH2:11][CH:10]4[CH:21]=3)=[CH:31][CH:32]=2)[N:36]([CH3:44])[C:37]1=[O:43] |f:1.2,4.5.6,7.8.9.10,^1:93,99|. Reported procedure: tert-Butyl 5-{[(trifluoromethyl)sulfonyl]oxy}-3,3a,4,6a-tetrahydrocyclopenta-[c]pyrrole-2(1H)-carboxylate (8-2, 2 g, 5.5 mmol, 1.0 equiv), bis(pinocolato)diboron (1.5 g, 6.1 mmol, 1.1 equiv), potassium acetate (1.6 g, 16.8 mmol, 3.0 equiv) and PdCl2(dppf) (0.288 g, 0.392 mmol, 0.07 equiv) were added to anhydrous 1,4-dioxane (7 mL) and heated to 60° C. After 18 h, the reaction contents were cooled to RT, followed by the subsequent addition of water (1.4 mL), 5-chloro-1-(2,2-dimethylpropyl)-3-meth...